This data is from the Open Reaction Database (ORD), a public repository of structured organic reaction records. The task is: describe an organic reaction: reactants, conditions, products, and yield Starting materials: C(C)OC(=O)C(C(C)CCCCCCCC)C(=O)OCC (Diethyl(2-n-octylpropanedicarboxylate)), [H-].[Al+3].[Li+].[H-].[H-].[H-] (lithium aluminum hydride). The product is C(CCCCCCC)C(CO)CO (2-n-Octylpropan-1,3-diol). As a reaction SMILES: C([O:3][C:4]([CH:6]([C:17](OCC)=[O:18])[CH:7]([CH2:9][CH2:10][CH2:11][CH2:12][CH2:13][CH2:14][CH2:15]C)C)=O)C.[H-].[Al+3].[Li+].[H-].[H-].[H-]>>[CH2:7]([CH:6]([CH2:4][OH:3])[CH2:17][OH:18])[CH2:9][CH2:10][CH2:11][CH2:12][CH2:13][CH2:14][CH3:15] |f:1.2.3.4.5.6|. Reported procedure: Quantities: compound from Example 4 (76.5 g, 0.28 mol) and lithium aluminum hydride (23 g, 0.6 mol). The experimental procedure was as described in Example 6. The product was obtained as a colourless solid. Reactants: CCO, CC(=O)c1ccc(C=C2CCN(C)CC2)cc1, CCOCC. Product: CC(=O)c1ccc(CC2CCN(C)CC2)cc1. As a reaction SMILES: [CH3:18][CH2:19][OH:20].[CH3:1][N:2]1[CH2:3][CH2:4][C:5](=[CH:8][c:9]2[cH:10][cH:11][c:12]([C:15]([CH3:16])=[O:17])[cH:13][cH:14]2)[CH2:6][CH2:7]1.[CH3:21][CH2:22][O:23][CH2:24][CH3:25]>>[CH3:1][N:2]1[CH2:3][CH2:4][CH:5]([CH2:8][c:9]2[cH:10][cH:11][c:12]([C:15]([CH3:16])=[O:17])[cH:13][cH:14]2)[CH2:6][CH2:7]1. Reactants: BrC=1C=C(C=CC1F)SCC(C)=O (1-(3-bromo-4-fluoro-phenylsulfanyl)-propan-2-one), polyphosphoric acid. Solvent: C1(=CC=CC=C1)C (toluene). Yields the product BrC=1C(=CC2=C(SC=C2C)C1)F (6-bromo-5-fluoro-3-methylbenzo[b]thiophene). Isolated yield 71.3%. RXN SMILES: [Br:1][C:2]1[CH:3]=[C:4]([S:9][CH2:10][C:11](=O)[CH3:12])[CH:5]=[CH:6][C:7]=1[F:8]>C1(C)C=CC=CC=1>[Br:1][C:2]1[C:7]([F:8])=[CH:6][C:5]2[C:11]([CH3:12])=[CH:10][S:9][C:4]=2[CH:3]=1. Procedure details: Using analogous reagents and reaction conditions as described in Example 24 for the preparation of I-24b above, 1-(3-bromo-4-fluoro-phenylsulfanyl)-propan-2-one (I-29a: 2.1 g, 8.015 mmol) in toluene (10 mL) was cyclized with polyphosphoric acid (8 g) to yield crude product which was purified by column chromatography on silica gel (100% hexane) to afford 1.4 g of product (72% yield). The reactants are Na, CCO (EtOH), C(C(=O)OCC)(=O)OCC (Diethyl oxalate), C(C)OC(CSCC(=O)[O-])=O (thiobisacetate ethyl ester), O (H2O), Cl (HCl). Conditions: time 12 day. Product: C(=O)(OCC)C=1SC(=C(C1O)O)C(=O)OCC (2,5-dicarbethoxy-3,4-dihydroxythiophene). RXN SMILES: [C:1](OCC)(=[O:7])[C:2](OCC)=[O:3].[CH2:11]([O:13][C:14](=[O:21])[CH2:15][S:16][CH2:17][C:18]([O-:20])=[O:19])[CH3:12].O.Cl.[CH3:24][CH2:25]O>>[C:18]([C:17]1[S:16][C:15]([C:14]([O:13][CH2:11][CH3:12])=[O:21])=[C:1]([OH:7])[C:2]=1[OH:3])([O:20][CH2:24][CH3:25])=[O:19]. Procedure details: Diethyl oxalate (6.58 g. 45 mmol) was added to 2.2° thiobisacetate ethyl ester (4.66 g. 23 mmol) to produce a yellow-orange solution. A solution of Na (1.56 g, 68 mmol) in EtOH (24 mL) was added to produce a white/yellow precipitate, this was mixed well for 10 minutes. H2O (50 mL) was added to the reaction mass with cooling in an ice bath. Concentrated HCl was added dropwise until acidified. This was allowed to stand in the refrigerator for 12 days. At this point a cold filtration was done to is... Starting materials: CC(=O)CC(=O)c1ccccc1, C1CCNC1, CCOC(C)=O. Reaction SMILES: [C:1]([c:2]1[cH:3][cH:4][cH:5][cH:6][cH:7]1)(=[O:8])[CH2:9][C:10]([CH3:11])=[O:12].[CH2:13]1[CH2:14][CH2:15][NH:16][CH2:17]1.[CH3:18][CH2:19][O:20][C:21](=[O:22])[CH3:23]>>[C:1]([c:2]1[cH:3][cH:4][cH:5][cH:6][cH:7]1)(=[O:8])[CH:9]=[C:10]([CH3:11])[N:16]1[CH2:15][CH2:14][CH2:13][CH2:17]1. Product: CC(=CC(=O)c1ccccc1)N1CCCC1. Reactants: O=C([O-])[O-], CO, COC(=O)c1ccnc(Cl)c1, ClCCl, CC1(C)OB(c2cc(F)c(C(F)(F)F)c(F)c2)OC1(C)C, [K+], [K+], O, Cl[Pd]Cl. Product: COC(=O)c1ccnc(-c2cc(F)c(C(F)(F)F)c(F)c2)c1. Reaction SMILES: [C:12](=[O:13])([O-:14])[O-:15].[CH3:42][OH:43].[Cl:1][c:2]1[cH:3][c:4]([C:5](=[O:6])[O:7][CH3:8])[cH:9][cH:10][n:11]1.[Cl:39][CH2:40][Cl:41].[F:18][c:19]1[cH:20][c:21]([B:30]2[O:31][C:32]([CH3:33])([CH3:34])[C:35]([CH3:36])([CH3:37])[O:38]2)[cH:22][c:23]([F:29])[c:24]1[C:25]([F:26])([F:27])[F:28].[K+:16].[K+:17].[OH2:47].[Pd:44]([Cl:45])[Cl:46]>>[c:2]1(-[c:21]2[cH:20][c:19]([F:18])[c:24]([C:25]([F:26])([F:27])[F:28])[c:23]([F:29])[cH:22]2)[cH:3][c:4]([C:5](=[O:6])[O:7][CH3:8])[cH:9][cH:10][n:11]1. The reactants are ClC=1C=C(C(=O)OO)C=CC1 (3-chloroperoxybenzoic acid), C(C)N(C(=O)N1N=C(C(=C1)OC)SC1=C(C=CC=C1CC)C)CC (1-(diethylcarbamoyl)-3-(2-methyl-6-ethylphenylthio)-4-methoxypyrazole), ClCCCl (1,2-dichloroethane), S(=O)([O-])[O-].[Na+].[Na+] (sodium sulfite). Conditions: temperature 50 celsius, time 2 hour. Product: C(C)N(C(=O)N1N=C(C(=C1)OC)S(=O)(=O)C1=C(C=CC=C1CC)C)CC (1-(Diethylcarbamoyl)-3-(2-methyl-6-ethylphenylsulfonyl)-4-methoxypyrazole). Yield: 51.0%. Reaction SMILES: Cl[C:2]1[CH:3]=[C:4]([CH:9]=[CH:10][CH:11]=1)[C:5](OO)=O.[CH2:12]([N:14]([CH2:34][CH3:35])[C:15]([N:17]1[CH:21]=[C:20]([O:22][CH3:23])[C:19](SC2C(CC)=CC=CC=2C)=[N:18]1)=[O:16])[CH3:13].[S:36]([O-:39])([O-])=[O:37].[Na+].[Na+].Cl[CH2:43][CH2:44]Cl>>[CH2:34]([N:14]([CH2:12][CH3:13])[C:15]([N:17]1[CH:21]=[C:20]([O:22][CH3:23])[C:19]([S:36]([C:5]2[C:4]([CH2:9][CH3:10])=[CH:3][CH:2]=[CH:11][C:43]=2[CH3:44])(=[O:39])=[O:37])=[N:18]1)=[O:16])[CH3:35] |f:2.3.4|. Procedure details: 84 mg of 3-chloroperoxybenzoic acid were added to a solution of 62 mg of 1-(diethylcarbamoyl)-3-(2-methyl-6-ethylphenylthio)-4-methoxypyrazole [prepared as described in step (4) above] in 2 ml of 1,2-dichloroethane, and the resulting mixture was stirred at 50° C. for 2 hours. The reaction mixture was then mixed with an aqueous solution of sodium sulfite and extracted with methylene chloride. The extract was washed with an aqueous solution of sodium hydrogencarbonate and with a saturated aqueous ...